From a dataset of the Open Reaction Database (ORD), a public repository of structured organic reaction records. describe an organic reaction: reactants, conditions, products, and yield Starting materials: C(C)OC1=C2C(=NC=C1C(=O)N)N(N=C2)CC (4-ethoxy-1-ethyl-1H-pyrazolo-[3,4-b]pyridine-5-carboxamide), O.NN (hydrazine hydrate). The solvent is CO (methanol). Reaction conditions: time 3 day. The product is C(C)N1N=CC=2C1=NC=C(C2NN)C(=O)N (1-Ethyl-4-hydrazino-1H-pyrazolo[3,4-b]pyridine-5-carboxamide). As a reaction SMILES: C(O[C:4]1[C:9]([C:10]([NH2:12])=[O:11])=[CH:8][N:7]=[C:6]2[N:13]([CH2:16][CH3:17])[N:14]=[CH:15][C:5]=12)C.O.[NH2:19][NH2:20]>CO>[CH2:16]([N:13]1[C:6]2=[N:7][CH:8]=[C:9]([C:10]([NH2:12])=[O:11])[C:4]([NH:19][NH2:20])=[C:5]2[CH:15]=[N:14]1)[CH3:17] |f:1.2|. Reported procedure: To 3.6 g. of 4-ethoxy-1-ethyl-1H-pyrazolo-[3,4-b]pyridine-5-carboxamide [J. Het. Chem. 9, 235 (1972)] (0.0154 mol.), dissolved in 100 ml. of hot methanol, are added 0.83g. of hydrazine hydrate (98%). On allowing the reaction mixture to stand for 3 days, 2.15g. of 1-ethyl-4-hydrazino-1H-pyrazolo[3,4-b]pyridine-5-carboxamide crystallize out. Work up of the mother liquor gives another 0.9g., total yield 3.05g. (90%). The product is recrystallized from ethanol, m.p. 201°-202° (dec.). Reactants: [BH3-]C#N, c1ccc2c(c1)CCCN2, CC(=O)O, CO, O=Cc1ccccc1, Cl, [Na+]. Yields the product c1ccc(CN2CCCc3ccccc32)cc1. RXN SMILES: [C:23]([BH3-:24])#[N:25].[CH2:1]1[CH2:2][NH:3][c:4]2[cH:5][cH:6][cH:7][cH:8][c:9]2[CH2:10]1.[CH3:19][C:20](=[O:21])[OH:22].[CH3:28][OH:29].[CH:11](=[O:12])[c:13]1[cH:14][cH:15][cH:16][cH:17][cH:18]1.[ClH:27].[Na+:26]>>[CH2:1]1[CH2:2][N:3]([CH2:11][c:13]2[cH:14][cH:15][cH:16][cH:17][cH:18]2)[c:4]2[cH:5][cH:6][cH:7][cH:8][c:9]2[CH2:10]1. The reactants are O (water), C([O-])([O-])=O.[Na+].[Na+] (sodium carbonate), FC1=CC=C(C=C1)S(=O)(=O)Cl (4-fluorobenzenesulphonyl chloride), CNCCNC (N,N'-dimethyl-ethylenediamine). Run in C(Cl)(Cl)Cl (chloroform), C(Cl)(Cl)Cl (chloroform), C(Cl)(Cl)Cl (chloroform), C(Cl)(Cl)Cl (chloroform). The product is FC1=CC=C(C=C1)S(=O)(=O)N(CCNC)C (4-fluoro-N-methyl-N-[2-(methylamino)ethyl]benzenesulphonamide). RXN SMILES: [F:1][C:2]1[CH:7]=[CH:6][C:5]([S:8](Cl)(=[O:10])=[O:9])=[CH:4][CH:3]=1.[CH3:12][NH:13][CH2:14][CH2:15][NH:16][CH3:17].C(=O)([O-])[O-].[Na+].[Na+].O>C(Cl)(Cl)Cl>[F:1][C:2]1[CH:7]=[CH:6][C:5]([S:8]([N:13]([CH3:12])[CH2:14][CH2:15][NH:16][CH3:17])(=[O:10])=[O:9])=[CH:4][CH:3]=1 |f:2.3.4|. Reported procedure: A solution of 4-fluorobenzenesulphonyl chloride (6.0 g) in chloroform (30 ml) was added dropwise to a well-stirred solution of N,N'-dimethyl-ethylenediamine (25 g) in chloroform (300 ml) at room temperature. After 2 hours the chloroform solution was vigorously shaken with aqueous sodium carbonate solution, separated, dried (MgSO4) and evaporated under reduced pressure to give an oil. The oil was treated with chloroform (60 ml) and water (100 ml). The two solvents were mixed thoroughly and were t... Reactants: C1CCOC1, CC(=O)OC(C)=O, Cc1n[nH]c2ccccc12, CN(C)c1ccncc1, c1ccncc1. Product: CC(=O)n1nc(C)c2ccccc21. Reaction SMILES: [CH2:24]1[O:25][CH2:26][CH2:27][CH2:28]1.[CH3:17][C:18](=[O:19])[O:20][C:21]([CH3:22])=[O:23].[CH3:1][c:2]1[n:3][nH:4][c:5]2[cH:6][cH:7][cH:8][cH:9][c:10]12.[CH3:29][N:30]([c:31]1[cH:32][cH:33][n:34][cH:35][cH:36]1)[CH3:37].[cH:11]1[cH:12][cH:13][n:14][cH:15][cH:16]1>>[CH3:1][c:2]1[n:3][n:4]([C:18]([CH3:17])=[O:19])[c:5]2[cH:6][cH:7][cH:8][cH:9][c:10]12.